This data is from the Open Reaction Database (ORD), a public repository of structured organic reaction records. The task is: describe an organic reaction: reactants, conditions, products, and yield Starting materials: C(C)(C)(C)OC(=O)N1CCN(CC1)C1=C(C(=CC=C1)NC(C1=C(C=CC=C1)F)=O)C#N (4-[2-cyano-3-(2-fluorobenzoylamino)-phenyl]-piperazine-1-carboxylic acid tert-butyl ester), CSC (DMS). Run at temperature 70 celsius. The product is C(C)(C)(C)OC(=O)N1CCN(CC1)C1=C(C(=CC=C1)NCC1=C(C=CC=C1)F)CN (4-[2-aminomethyl-3-(2-fluoro-benzylamino)-phenyl]-piperazine-1-carboxylic acid tert-butyl ester). Isolated yield 68.5%. As a reaction SMILES: [C:1]([O:5][C:6]([N:8]1[CH2:13][CH2:12][N:11]([C:14]2[CH:19]=[CH:18][CH:17]=[C:16]([NH:20][C:21](=O)[C:22]3[CH:27]=[CH:26][CH:25]=[CH:24][C:23]=3[F:28])[C:15]=2[C:30]#[N:31])[CH2:10][CH2:9]1)=[O:7])([CH3:4])([CH3:3])[CH3:2].CSC>>[C:1]([O:5][C:6]([N:8]1[CH2:13][CH2:12][N:11]([C:14]2[CH:19]=[CH:18][CH:17]=[C:16]([NH:20][CH2:21][C:22]3[CH:27]=[CH:26][CH:25]=[CH:24][C:23]=3[F:28])[C:15]=2[CH2:30][NH2:31])[CH2:10][CH2:9]1)=[O:7])([CH3:4])([CH3:2])[CH3:3]. Reported procedure: To a solution of 4-[2-cyano-3-(2-fluorobenzoylamino)-phenyl]-piperazine-1-carboxylic acid tert-butyl ester (1.282 g, 3.02 mmol) was added BH3.DMS (10M in THF). Aftering heating at 70° C. in an open flask for 20 minutes to remove the dimethyl sulfide, the reaction was then heated under reflux for 4 hours. To the cooled solution was added MeOH slowly and the resulting mixture was stirred at room temperature for an hour. The reaction mixture was partitioned between water and ethyl acetate. The orga...